This data is from the Open Reaction Database (ORD), a public repository of structured organic reaction records. The task is: describe an organic reaction: reactants, conditions, products, and yield Reactants: C(C1=CC=CC=C1)(=O)NC1=CC=C(C=C1)NC1=C2C=3C(C(NC2=NC=C1)=O)=C(C=CC3)C(=O)O (1-[4-Benzoylamino-phenylamino)-6-oxo-5,6-dihydro-benzo[c][1,8]naphthyridin-7-carboxylic acid), C1=CN(C=N1)C(=O)N2C=CN=C2 (CDI), CN(CCN)C (N,N-dimethylethane-1,2-diamine). Run in CN(C)C=O (DMF), O (H2O). Run at time 2 hour. Yields the product CN(CCNC(=O)C=1C=CC=C2C1C(NC1=NC=CC(=C21)NC2=CC=C(C=C2)NC(C2=CC=CC=C2)=O)=O)C (1-[4-Benzoylamino-phenylamino)-6-oxo-5,6-dihydro-benzo[c][1,8]naphthyridin-7-carboxylic acid 2-dimethylamino-ethyl amide). RXN SMILES: [C:1]([NH:9][C:10]1[CH:15]=[CH:14][C:13]([NH:16][C:17]2[CH:26]=[CH:25][N:24]=[C:23]3[C:18]=2[C:19]2[C:20](=[C:28]([C:32]([OH:34])=O)[CH:29]=[CH:30][CH:31]=2)[C:21](=[O:27])[NH:22]3)=[CH:12][CH:11]=1)(=[O:8])[C:2]1[CH:7]=[CH:6][CH:5]=[CH:4][CH:3]=1.[CH:35]1[N:39]=[CH:38][N:37]([C:40](N2C=NC=C2)=O)[CH:36]=1.CN(C)CCN>CN(C=O)C.O>[CH3:38][N:37]([CH3:40])[CH2:36][CH2:35][NH:39][C:32]([C:28]1[CH:29]=[CH:30][CH:31]=[C:19]2[C:18]3[C:23](=[N:24][CH:25]=[CH:26][C:17]=3[NH:16][C:13]3[CH:12]=[CH:11][C:10]([NH:9][C:1](=[O:8])[C:2]4[CH:7]=[CH:6][CH:5]=[CH:4][CH:3]=4)=[CH:15][CH:14]=3)[NH:22][C:21](=[O:27])[C:20]=12)=[O:34]. Reported procedure: 434 (20 mg, 0.04 mmol), and CDI (14 mg, 0.09 mmol) were suspended in DMF (1 mL), and stirred for 2 h. N,N-dimethylethane-1,2-diamine (8 mg, 0.09 mmol) was added, and the mixture was stirred overnight at room temperature. The reaction mixture was diluted with H2O. The resulting precipitate was filtered, washed with MeOH, and dried under vacuum to provide 435. LC-MS (M+H=521, obsd.=521). 1H NMR (400 MHz, DMSO-d6): δ 2.19 (s, 6H), 2.49 (4H), 6.93 (d, 1H), 7.20 (d, 2H), 7.54 (m, 3H), 7.76 (m, 3H), 7... Starting materials: O=C([O-])[O-], COc1cc(C(=O)O)ccc1O, [I-], [K+], [K+], [K+], ClCCCN1CCOCC1, CN(C)C=O. Product: COc1cc(C(=O)O)ccc1OCCCN1CCOCC1. As a reaction SMILES: [C:23](=[O:24])([O-:25])[O-:26].[CH3:1][O:2][c:3]1[cH:4][c:5]([C:10]([OH:11])=[O:12])[cH:6][cH:7][c:8]1[OH:9].[I-:30].[K+:27].[K+:28].[K+:29].[O:13]1[CH2:14][CH2:15][N:16]([CH2:19][CH2:20][CH2:21][Cl:22])[CH2:17][CH2:18]1.[O:31]=[CH:32][N:33]([CH3:34])[CH3:35]>>[CH3:1][O:2][c:3]1[cH:4][c:5]([C:10]([OH:11])=[O:12])[cH:6][cH:7][c:8]1[O:9][CH2:21][CH2:20][CH2:19][N:16]1[CH2:15][CH2:14][O:13][CH2:18][CH2:17]1. The reactants are OC(C(S(=O)(=O)[O-])(F)F)C(F)(F)F.C1(=CC=CC=C1)[S+](C1=CC=CC=C1)C1=CC=CC=C1 (triphenylsulfonium 2-hydroxy-1,1,3,3,3-pentafluoropropane-1-sulfonate), ClCC(=O)Cl (chloroacetyl chloride), N1=CC=CC=C1 (pyridine). Solvent: C(C)#N (acetonitrile). Reaction conditions: time 3 hour. The product is ClCC(=O)OC(C(S(=O)(=O)[O-])(F)F)C(F)(F)F.C1(=CC=CC=C1)[S+](C1=CC=CC=C1)C1=CC=CC=C1 (triphenylsulfonium 2-(2-chloroacetoxy)-1,1,3,3,3-pentafluoropropane-1-sulfonate). Yield: 92.6%. Reaction SMILES: [OH:1][CH:2]([C:10]([F:13])([F:12])[F:11])[C:3]([F:9])([F:8])[S:4]([O-:7])(=[O:6])=[O:5].[C:14]1([S+:20]([C:27]2[CH:32]=[CH:31][CH:30]=[CH:29][CH:28]=2)[C:21]2[CH:26]=[CH:25][CH:24]=[CH:23][CH:22]=2)[CH:19]=[CH:18][CH:17]=[CH:16][CH:15]=1.[Cl:33][CH2:34][C:35](Cl)=[O:36].N1C=CC=CC=1>C(#N)C>[Cl:33][CH2:34][C:35]([O:1][CH:2]([C:10]([F:13])([F:11])[F:12])[C:3]([F:8])([F:9])[S:4]([O-:7])(=[O:6])=[O:5])=[O:36].[C:27]1([S+:20]([C:14]2[CH:15]=[CH:16][CH:17]=[CH:18][CH:19]=2)[C:21]2[CH:26]=[CH:25][CH:24]=[CH:23][CH:22]=2)[CH:28]=[CH:29][CH:30]=[CH:31][CH:32]=1 |f:0.1,5.6|. Procedure: To a mixture of 148 g (0.30 mole) of triphenylsulfonium 2-hydroxy-1,1,3,3,3-pentafluoropropane-1-sulfonate synthesized in Synthesis Example 1-11, 37.3 g (0.33 mole) of chloroacetyl chloride, and 600 g of acetonitrile, 28.5 g (0.36 mole) of pyridine was added dropwise, followed by stirring at room temperature for 3 hours. The reaction solution was then concentrated and combined with 300 g of 5% dilute hydrochloric acid and 600 g of dichloromethane whereupon the organic layer was separated. The or...